This data is from the Open Reaction Database (ORD), a public repository of structured organic reaction records. The task is: describe an organic reaction: reactants, conditions, products, and yield The yield is 69.0%. Product: C(C)OC(=O)C=1OC2=C(C1C)C(=CC=C2)NS(=O)(=O)CC (4-ethanesulfonylamino-3-methyl-benzofuran-2-carboxylic acid ethyl ester). Run in C(Cl)Cl (CH2Cl2). RXN SMILES: [CH2:1]([O:3][C:4]([C:6]1[O:7][C:8]2[CH:15]=[CH:14][CH:13]=[C:12]([NH2:16])[C:9]=2[C:10]=1[CH3:11])=[O:5])[CH3:2].[CH2:17]([S:19](Cl)(=[O:21])=[O:20])[CH3:18].N1C=CC=CC=1>C(Cl)Cl>[CH2:1]([O:3][C:4]([C:6]1[O:7][C:8]2[CH:15]=[CH:14][CH:13]=[C:12]([NH:16][S:19]([CH2:17][CH3:18])(=[O:21])=[O:20])[C:9]=2[C:10]=1[CH3:11])=[O:5])[CH3:2]. Starting materials: C(C)S(=O)(=O)Cl (ethanesulfonyl chloride), N1=CC=CC=C1 (pyridine), C(C)OC(=O)C=1OC2=C(C1C)C(=CC=C2)N (4-amino-3-methyl-benzofuran-2-carboxylic acid ethyl ester). Procedure details: To 4-amino-3-methyl-benzofuran-2-carboxylic acid ethyl ester (563 mg, 2.57 mmol, 1 eq., prepared according to Example 60, Step 1), CH2Cl2 (12 mL) was added under argon and the reaction was cooled to <0° C. Then ethanesulfonyl chloride (243 uL, 2.57 mmol, 1 eq.), and pyridine (623 uL, 7.70 mmol, 3 eq.) were added and the reaction was stirred while slowly warming to room temperature. After work-up and flash column chromatography, 4-ethanesulfonylamino-3-methyl-benzofuran-2-carboxylic acid ethyl es... Reactants: CO, CCOC(=O)c1cn(C2CC2)c2c(OC)c(F)c(F)cc2c1=O, Cl, [Na+], [OH-]. The product is COc1c(F)c(F)cc2c(=O)c(C(=O)O)cn(C3CC3)c12. As a reaction SMILES: [CH3:27][OH:28].[CH:3]1([n:6]2[cH:7][c:8]([C:21](=[O:22])[O:23][CH2:24][CH3:25])[c:9](=[O:20])[c:10]3[cH:11][c:12]([F:19])[c:13]([F:18])[c:14]([O:16][CH3:17])[c:15]23)[CH2:4][CH2:5]1.[ClH:26].[Na+:2].[OH-:1]>>[CH:3]1([n:6]2[cH:7][c:8]([C:21](=[O:22])[OH:23])[c:9](=[O:20])[c:10]3[cH:11][c:12]([F:19])[c:13]([F:18])[c:14]([O:16][CH3:17])[c:15]23)[CH2:4][CH2:5]1. The reactants are FC=1C=C(C=CC1S(=O)(=O)C1=CC(=CC=C1)F)C=1C(=CC=C(C1)F)O (3′,5-difluoro-4′-[(3-fluorophenyl)sulfonyl]biphenyl-2-ol), CC1=CC=C(C=C1)S(=O)(=O)O[C@@H](C(=O)OC)C (methyl (2R)-2-{[(4-methylphenyl)sulfonyl]oxy}propanoate). Product: FC=1C=C(C=CC1S(=O)(=O)C1=CC(=CC=C1)F)C1=C(C=CC(=C1)F)O[C@H](C(=O)OC)C (methyl (2S)-2-({3′,5-difluoro-4′-[(3-fluorophenyl)sulfonyl]biphenyl-2-yl}oxy)propanoate). Reaction SMILES: [F:1][C:2]1[CH:3]=[C:4]([C:18]2[C:19]([OH:25])=[CH:20][CH:21]=[C:22]([F:24])[CH:23]=2)[CH:5]=[CH:6][C:7]=1[S:8]([C:11]1[CH:16]=[CH:15][CH:14]=[C:13]([F:17])[CH:12]=1)(=[O:10])=[O:9].CC1C=CC(S(O[C@H:37]([CH3:42])[C:38]([O:40][CH3:41])=[O:39])(=O)=O)=CC=1>>[F:1][C:2]1[CH:3]=[C:4]([C:18]2[CH:23]=[C:22]([F:24])[CH:21]=[CH:20][C:19]=2[O:25][C@@H:37]([CH3:42])[C:38]([O:40][CH3:41])=[O:39])[CH:5]=[CH:6][C:7]=1[S:8]([C:11]1[CH:16]=[CH:15][CH:14]=[C:13]([F:17])[CH:12]=1)(=[O:10])=[O:9]. Procedure details: The subtitle compound was prepared by the method of example 11 step (vii) using the product of step (iv) and the product of example 11 step (vi). Starting materials: C(C)(C)(C)N1C(=NC2=C1C=CC(=C2)C=2C(=NC(=NC2)N)OC)C2=C(C=CC=C2)N2N=CN=C2 (5-[1-tert-Butyl-2-(2-1,2,4-triazol-1-yl-phenyl)-1H-benzimidazol-5-yl]-4-methoxy-pyrimidin-2-ylamine). The solvent is C1CCOC1 (THF), Br (HBr). Conditions: temperature 70 celsius, time 12 hour. Yields the product NC1=NC=C(C(N1)=O)C1=CC2=C(N(C(=N2)C2=C(C=CC=C2)N2N=CN=C2)C(C)(C)C)C=C1 (2-Amino-5-[1-tert-butyl-2-(2-1,2,4-triazol-1-yl-phenyl)-1H-benzimidazol-5-yl]-3H-pyrimidin-4-one). Yield: 67.9%. Reaction SMILES: [C:1]([N:5]1[C:9]2[CH:10]=[CH:11][C:12]([C:14]3[C:15]([O:21]C)=[N:16][C:17]([NH2:20])=[N:18][CH:19]=3)=[CH:13][C:8]=2[N:7]=[C:6]1[C:23]1[CH:28]=[CH:27][CH:26]=[CH:25][C:24]=1[N:29]1[CH:33]=[N:32][CH:31]=[N:30]1)([CH3:4])([CH3:3])[CH3:2]>C1COCC1.Br>[NH2:20][C:17]1[NH:16][C:15](=[O:21])[C:14]([C:12]2[CH:11]=[CH:10][C:9]3[N:5]([C:1]([CH3:2])([CH3:4])[CH3:3])[C:6]([C:23]4[CH:28]=[CH:27][CH:26]=[CH:25][C:24]=4[N:29]4[CH:33]=[N:32][CH:31]=[N:30]4)=[N:7][C:8]=3[CH:13]=2)=[CH:19][N:18]=1. Procedure: To a vial are added 5-[1-tert-butyl-2-(2-1,2,4-triazol-1-yl-phenyl)-1H-benzimidazol-5-yl]-4-methoxy-pyrimidin-2-ylamine (Example 44) (47 mg, 0.107 mmol) in THF (2 mL) and HBr (1 mL). The reaction mixture is stirred at 70° C. for 12 hours. The solvent is concentrated. The residue is purified by prep HPLC, with 5-95% acetonitrile/water as gradient to afford the title compound (31 mg, 68%) as a white-gray glass solid. LCMS (ESMS): m/z 427.72 (M++1) Reactants: C1CCOC1, CC(=O)O, O=Cc1nonc1C(=O)Nc1ccc(F)c(Cl)c1, Nc1nnn[nH]1, [Na+], [Na+], [Na+], O=S(=O)([O-])[O-], [OH-]. Product: O=C(Nc1ccc(F)c(Cl)c1)c1nonc1CNc1nnn[nH]1. RXN SMILES: [CH2:36]1[O:37][CH2:38][CH2:39][CH2:40]1.[CH3:32][C:33](=[O:34])[OH:35].[Cl:1][c:2]1[cH:3][c:4]([NH:9][C:10](=[O:11])[c:12]2[n:13][o:14][n:15][c:16]2[CH:17]=[O:18])[cH:5][cH:6][c:7]1[F:8].[NH2:19][c:20]1[n:21][n:22][n:23][nH:24]1.[Na+:25].[Na+:26].[Na+:42].[O-:27][S:28](=[O:29])(=[O:30])[O-:31].[OH-:41]>>[Cl:1][c:2]1[cH:3][c:4]([NH:9][C:10](=[O:11])[c:12]2[n:13][o:14][n:15][c:16]2[CH2:17][NH:19][c:20]2[n:21][n:22][n:23][nH:24]2)[cH:5][cH:6][c:7]1[F:8].